Dataset: the Open Reaction Database (ORD), a public repository of structured organic reaction records. Task: describe an organic reaction: reactants, conditions, products, and yield Starting materials: C(C)OC=1C=C(CN2CCC(CC2)NC(C2=CC(=CC=C2)C=2N=NNN2)=O)C=C(C1F)OCC (N-[1-(3,5-Diethoxy-4-fluoro-benzyl)-piperidin-4-yl]-3-(2H-tetrazol-5-yl)-benzamide), C(C)(C)OC=1C=C(C=O)C=C(C1)OC(C)C (3,5-diisopropoxy-benzaldehyde), C(#N)[BH3-].[Na+] (sodium cyanoborohydride), C(C)N(C(C)C)C(C)C (N-ethyl-diisopropylamine). The solvent is C(C)O (ethanol), C(C)(=O)O (acetic acid). The product is C(C)(C)OC=1C=C(CN2CCC(CC2)NC(C2=CC(=CC=C2)C=2N=NNN2)=O)C=C(C1)OC(C)C (N-[1-(3,5-Diisopropoxy-benzyl)-piperidin-4-yl]-3-(2H-tetrazol-5-yl)-benzamide). As a reaction SMILES: C(OC1C=C(C=C(OCC)C=1F)C[N:8]1[CH2:13][CH2:12][CH:11]([NH:14][C:15](=[O:27])[C:16]2[CH:21]=[CH:20][CH:19]=[C:18]([C:22]3[N:23]=[N:24][NH:25][N:26]=3)[CH:17]=2)[CH2:10][CH2:9]1)C.[CH:35]([O:38][C:39]1[CH:40]=[C:41]([CH:44]=[C:45]([O:47][CH:48]([CH3:50])[CH3:49])[CH:46]=1)[CH:42]=O)([CH3:37])[CH3:36].C([BH3-])#N.[Na+].C(N(C(C)C)C(C)C)C>C(O)C.C(O)(=O)C>[CH:35]([O:38][C:39]1[CH:40]=[C:41]([CH:44]=[C:45]([O:47][CH:48]([CH3:50])[CH3:49])[CH:46]=1)[CH2:42][N:8]1[CH2:13][CH2:12][CH:11]([NH:14][C:15](=[O:27])[C:16]2[CH:21]=[CH:20][CH:19]=[C:18]([C:22]3[N:23]=[N:24][NH:25][N:26]=3)[CH:17]=2)[CH2:10][CH2:9]1)([CH3:37])[CH3:36] |f:2.3|. Reported procedure: In analogy to the procedure described in example 50k), N-piperidin-4-yl-3-(1H-tetrazol-5-yl)-benzamide (example 178) was reacted with 3,5-diisopropoxy-benzaldehyde (example 126b), sodium cyanoborohydride, N-ethyl-diisopropylamine and acetic acid in ethanol at 50° C. to yield the title compound as colorless solid. MS: 479.3 (MH+). As a reaction SMILES: [CH3:1][C:2]1[N:7]=[C:6]([NH:8][C:9]([C:11]23[CH2:18][C:15]([NH:19]C(=O)OCC4C=CC=CC=4)([CH2:16][CH2:17]2)[CH2:14][CH2:13][CH2:12]3)=[O:10])[CH:5]=[CH:4][N:3]=1>Br.CC(O)=O>[NH2:19][C:15]12[CH2:18][C:11]([C:9]([NH:8][C:6]3[CH:5]=[CH:4][N:3]=[C:2]([CH3:1])[N:7]=3)=[O:10])([CH2:17][CH2:16]1)[CH2:12][CH2:13][CH2:14]2 |f:1.2|. The yield is 53.8%. The reactants are CC1=NC=CC(=N1)NC(=O)C12CCCC(CC1)(C2)NC(OCC2=CC=CC=C2)=O (benzyl 5-(2-methylpyrimidin-4-ylcarbamoyl)bicyclo[3.2.1]octan-1-ylcarbamate). Procedure: A solution of benzyl 5-(2-methylpyrimidin-4-ylcarbamoyl)bicyclo[3.2.1]octan-1-ylcarbamate (1 g, 2.5 mmol) in HBr/HOAc (33% solution, 8 mL) was stirred at room temperature for an hour and then concentrated under reduced pressure. The resulting residue was dissolved in aq. HCl (6N, 10 mL) and extracted with ethyl acetate (10 mL) to remove the organic impurities. The aqueous phase was basified with aq. NaOH (6N, 4 mL), and then extracted with DCM (4×20 mL). The combined organic layer was washed wit... Solvent: Br.CC(=O)O (HBr HOAc). The product is NC12CCCC(CC1)(C2)C(=O)NC2=NC(=NC=C2)C (5-amino-N-(2-methylpyrimidin-4-yl)bicyclo[3.2.1]octane-1-carboxamide). Reactants: COC(CC1CC2=CC=C(C=C2C1)C(C)=O)=O (methyl(5-acetylindan-2-yl)acetate), ClC1=CC(=CC=C1)C(=O)OO (m-chloroperbenzoic acid). The solvent is C(Cl)Cl (methylene chloride). Conditions: time 4 hour. Yields the product COC(CC1CC2=CC=C(C=C2C1)OC(C)=O)=O (Methyl(5-acetoxyindan-2-yl)acetate). The yield is 96.8%. RXN SMILES: [CH3:1][O:2][C:3](=[O:17])[CH2:4][CH:5]1[CH2:13][C:12]2[C:7](=[CH:8][CH:9]=[C:10](C(=O)C)[CH:11]=2)[CH2:6]1.ClC1C=CC=[C:21]([C:25]([O:27]O)=[O:26])C=1>C(Cl)Cl>[CH3:1][O:2][C:3](=[O:17])[CH2:4][CH:5]1[CH2:13][C:12]2[C:7](=[CH:8][CH:9]=[C:10]([O:27][C:25](=[O:26])[CH3:21])[CH:11]=2)[CH2:6]1. Procedure details: 11.0 g (47.0 mmol) of methyl(5-acetylindan-2-yl)acetate was dissolved in 200 ml of methylene chloride, to which was added 14.6 g (67 mmol) of m-chloroperbenzoic acid and stirred for 4 hours at room temperature, followed by refluxing for 17 hours. The reaction mixture was washed with saturated aqueous sodium bicarbonate and water in this order, dried and then the solvent was removed. The residue was purified by silica gel column chromatography (chloroform) to obtain 11.3 g of an oily product. Yie... Reactants: C=CS(=O)(=O)N1CC(c2ccc3c(c2)OCCc2sc(-c4ncnn4C(C)C)nc2-3)C1, ClCCl, Cl, FC1(F)CNC1. Yields the product C=CS(=O)(=O)N1CC(F)(F)C1. Reaction SMILES: [CH:1](=[CH2:2])[S:3](=[O:4])(=[O:5])[N:6]1[CH2:7][CH:8]([c:9]2[cH:10][cH:11][c:12]3[c:29]([cH:30]2)[O:28][CH2:27][CH2:26][c:25]2[c:13]-3[n:14][c:15](-[c:16]3[n:17]([CH:18]([CH3:19])[CH3:20])[n:21][cH:22][n:23]3)[s:24]2)[CH2:31]1.[Cl:39][CH2:40][Cl:41].[ClH:32].[F:33][C:34]1([F:38])[CH2:35][NH:36][CH2:37]1>>[CH:1](=[CH2:2])[S:3](=[O:4])(=[O:5])[N:36]1[CH2:35][C:34]([F:33])([F:38])[CH2:37]1. Reactants: CC(=O)O, O=C(CC(c1ccc(Cl)cc1)c1ccc(Cl)cc1)N1C(=O)OCC1Cc1ccccc1, C1CCOC1, C[Si](C)(C)[N-][Si](C)(C)C, CC(C)c1cc(C(C)C)c(S(=O)(=O)N=[N+]=[N-])c(C(C)C)c1, [K+]. Product: [N-]=[N+]=NC(C(=O)N1C(=O)OCC1Cc1ccccc1)C(c1ccc(Cl)cc1)c1ccc(Cl)cc1. RXN SMILES: [C:63]([OH:64])(=[O:65])[CH3:66].[CH2:1]([c:2]1[cH:3][cH:4][cH:5][cH:6][cH:7]1)[CH:8]1[N:9]([C:14]([CH2:15][CH:16]([c:17]2[cH:18][cH:19][c:20]([Cl:23])[cH:21][cH:22]2)[c:24]2[cH:25][cH:26][c:27]([Cl:30])[cH:28][cH:29]2)=[O:31])[C:10](=[O:13])[O:11][CH2:12]1.[CH2:67]1[O:68][CH2:69][CH2:70][CH2:71]1.[CH3:32][Si:33]([N-:34][Si:35]([CH3:36])([CH3:37])[CH3:38])([CH3:39])[CH3:40].[CH:42]([c:43]1[cH:44][c:45]([CH:46]([CH3:47])[CH3:48])[cH:49][c:50]([CH:51]([CH3:52])[CH3:53])[c:54]1[S:55](=[O:56])(=[O:57])[N:60]=[N+:61]=[N-:62])([CH3:58])[CH3:59].[K+:41]>>[CH2:1]([c:2]1[cH:3][cH:4][cH:5][cH:6][cH:7]1)[CH:8]1[N:9]([C:14]([CH:15]([CH:16]([c:17]2[cH:18][cH:19][c:20]([Cl:23])[cH:21][cH:22]2)[c:24]2[cH:25][cH:26][c:27]([Cl:30])[cH:28][cH:29]2)[N:60]=[N+:61]=[N-:62])=[O:31])[C:10](=[O:13])[O:11][CH2:12]1. Starting materials: C([O-])([O-])=O (carbonate), CO[C@@H]1[C@@H]2[C@H]([C@@H](OC1(C)C)OC1=CC=C3C=C(C(OC3=C1C1=CC=CC=C1)=O)NC(OCC1=CC=CC=C1)=O)OC(O2)=O (Benzyl 7-((3aR,4R,7R,7aR)-7-methoxy-6,6-dimethyl-2-oxotetrahydro-3aH-[1,3]dioxolo[4,5-c]pyran-4-yloxy)-2-oxo-8-phenyl-2H-chromen-3-ylcarbamate), CCN=C=NCCCN(C)C (EDCI), COC=1C=C(C=CC1)C1=CC(=CC=C1OC)C(=O)O (3′,6-dimethoxybiphenyl-3-carboxylic acid), amine. The reagents and catalysts are [Pd] (Palladium on carbon). The solvent is CO (MeOH), C(Cl)Cl (CH2Cl2), C(C)N(CC)CC (Triethylamine), C1CCOC1 (THF), N1=CC=CC=C1.C(Cl)Cl (pyridine CH2Cl2). Conditions: time 12 hour. Yields the product O[C@H]1[C@@H](OC([C@@H]([C@H]1O)OC)(C)C)OC1=CC=C2C=C(C(OC2=C1C1=CC=CC=C1)=O)NC(=O)C=1C=C(C(=CC1)OC)C1=CC(=CC=C1)OC (N-(7-((2R,3R,4S,5R)-3,4-dihydroxy-5-methoxy-6,6-dimethyltetrahydro-2H-pyran-2-yloxy)-2-oxo-8-phenyl-2H-chromen-3-yl)-3′,6-dimethoxybiphenyl-3-carboxamide). Yield: 10.1%. RXN SMILES: [CH3:1][O:2][C@H:3]1[C:8]([CH3:10])([CH3:9])[O:7][C@@H:6]([O:11][C:12]2[C:21]([C:22]3[CH:27]=[CH:26][CH:25]=[CH:24][CH:23]=3)=[C:20]3[C:15]([CH:16]=[C:17]([NH:29][C:30](=[O:39])OCC4C=CC=CC=4)[C:18](=[O:28])[O:19]3)=[CH:14][CH:13]=2)[C@@H:5]2[O:40]C(=O)[O:42][C@H:4]12.CCN=C=NCCCN(C)C.[CH3:55][O:56][C:57]1[CH:58]=[C:59]([C:63]2[C:68]([O:69][CH3:70])=[CH:67][CH:66]=[C:65](C(O)=O)[CH:64]=2)[CH:60]=[CH:61][CH:62]=1.C(=O)([O-])[O-]>[Pd].C1COCC1.N1C=CC=CC=1.C(Cl)Cl.CO.C(Cl)Cl.C(N(CC)CC)C>[OH:40][C@@H:5]1[C@H:4]([OH:42])[C@@H:3]([O:2][CH3:1])[C:8]([CH3:10])([CH3:9])[O:7][C@H:6]1[O:11][C:12]1[C:21]([C:22]2[CH:23]=[CH:24][CH:25]=[CH:26][CH:27]=2)=[C:20]2[C:15]([CH:16]=[C:17]([NH:29][C:30]([C:65]3[CH:64]=[C:63]([C:59]4[CH:60]=[CH:61][CH:62]=[C:57]([O:56][CH3:55])[CH:58]=4)[C:68]([O:69][CH3:70])=[CH:67][CH:66]=3)=[O:39])[C:18](=[O:28])[O:19]2)=[CH:14][CH:13]=1 |f:6.7|. Procedure: Palladium on carbon (10%, 14 mg) was added to 25f (68.0 mg, 0.12 mmol) in anhydrous THF (800 μL) and the solution was placed under an atmosphere of H2. After 12 hours, the solution was filtered through SiO2 (1:1 CH2Cl2:Acetone) and the eluent was concentrated to afford a yellow solid, which was used without further purification (52.0 mg, 99%). EDCI (18.5 mg, 0.096 mmol) and 3′,6-dimethoxybiphenyl-3-carboxylic acid (19.9 mg, 0.077 mmol) were added to the amine (17.5 mg, 0.039 mmol) in 30% pyridin...